Dataset: the Open Reaction Database (ORD), a public repository of structured organic reaction records. Task: describe an organic reaction: reactants, conditions, products, and yield Solvent: CO (methanol). Conditions: time 40 minute. Procedure details: To a solution of 1-ethoxalylmethyl-1H-tetrazole-5-thiol (18.6 g) in methanol (186 ml) was added 1 N aqueous solution of sodium hydroxide (172 ml) at room temperature and the mixture was stirred for 40 minutes. After adjusting to pH 7.5 with 10% hydrochloric acid, the solution was evaporated in vacuo to remove methanol and the remained aqueous solution was washed with ethyl acetate (100 ml). The aqueous solution was adjusted to pH 4.0 and washed again with ethyl acetate to remove impurities. The ... Reactants: C(=O)(C(=O)OCC)CN1N=NN=C1S (1-ethoxalylmethyl-1H-tetrazole-5-thiol), aqueous solution, [OH-].[Na+] (sodium hydroxide), Cl (hydrochloric acid). Reaction SMILES: [C:1]([CH2:8][N:9]1[C:13]([SH:14])=[N:12][N:11]=[N:10]1)([C:3]([O:5]CC)=[O:4])=[O:2].[OH-].[Na+].Cl>CO>[C:1]([CH2:8][N:9]1[C:13]([SH:14])=[N:12][N:11]=[N:10]1)([C:3]([OH:5])=[O:4])=[O:2] |f:1.2|. The product is C(=O)(C(=O)O)CN1N=NN=C1S (1-oxalomethyl-1H-tetrazole-5-thiol). Yield: 59.9%. The reactants are COC(C1=CN=C(C(=C1)Br)Cl)=O (5-bromo-6-chloro-nicotinic acid methyl ester), N[C@H]1[C@@H](CCCC1)O ((1R,2R)-2-amino-cyclohexanol), ClC1=CC=C(C=C1)B(O)O (4-chlorophenyl-boronic acid), COCC(C)O (rac-1-methoxy-2-propanol). The product is ClC1=CC=C(C=C1)C=1C(=NC=C(C(=O)N[C@H]2[C@@H](CCCC2)O)C1)OC(COC)C (5-(4-Chloro-phenyl)-N-((1R,2R)-2-hydroxy-cyclohexyl)-6-(2-methoxy-1-methyl-ethoxy)-nicotinamide). Reaction SMILES: CO[C:3](=[O:12])[C:4]1[CH:9]=[C:8](Br)[C:7](Cl)=[N:6][CH:5]=1.[Cl:13][C:14]1[CH:19]=[CH:18][C:17](B(O)O)=[CH:16][CH:15]=1.[CH3:23][O:24][CH2:25][CH:26]([OH:28])[CH3:27].[NH2:29][C@@H:30]1[CH2:35][CH2:34][CH2:33][CH2:32][C@H:31]1[OH:36]>>[Cl:13][C:14]1[CH:19]=[CH:18][C:17]([C:8]2[C:7]([O:28][CH:26]([CH3:27])[CH2:25][O:24][CH3:23])=[N:6][CH:5]=[C:4]([CH:9]=2)[C:3]([NH:29][C@@H:30]2[CH2:35][CH2:34][CH2:33][CH2:32][C@H:31]2[OH:36])=[O:12])=[CH:16][CH:15]=1. Procedure details: The title compound was synthesized in analogy to the procedure described for the preparation of Example 43, using 5-bromo-6-chloro-nicotinic acid methyl ester, 4-chlorophenyl-boronic acid (commercially available), rac-1-methoxy-2-propanol (commercially available), and (1R,2R)-2-amino-cyclohexanol (commercially available) as starting materials. MS (ISP): 419.1 (M+H+). The reactants are C(C)(=O)NC=1C=C(C(=CC1[N+](=O)[O-])F)C(F)(F)F (3-acetamido-6-fluoro-4-nitrobenzotrifluoride). Run in Cl (HCl), CCO (EtOH). Product: NC=1C=C(C(=CC1[N+](=O)[O-])F)C(F)(F)F (3-amino-6-fluoro-4-nitrobenzotrifluoride). Yield: 65.6%. As a reaction SMILES: C([NH:4][C:5]1[CH:6]=[C:7]([C:15]([F:18])([F:17])[F:16])[C:8]([F:14])=[CH:9][C:10]=1[N+:11]([O-:13])=[O:12])(=O)C>Cl.CCO>[NH2:4][C:5]1[CH:6]=[C:7]([C:15]([F:18])([F:16])[F:17])[C:8]([F:14])=[CH:9][C:10]=1[N+:11]([O-:13])=[O:12]. Procedure details: A mixture of 3-acetamido-6-fluoro-4-nitrobenzotrifluoride (593 mg, 2.23 mmol) in concentrated HCl (5 mL) and EtOH (5 mL) was refluxed overnight and it was extracted by ethyl acetate (2×5 mL). The extract was dried over Mg2SO4 and evaporated to give 328 mg (66%) of 3-amino-6-fluoro-4-nitrobenzotrifluoride. 1H NMR (CDCl3): δ 6.105 (S, 2H); 7.110 (d, 1H, J=6.0 Hz); 7.979 (d, 1H, J=10.2 Hz).